Dataset: the Open Reaction Database (ORD), a public repository of structured organic reaction records. Task: describe an organic reaction: reactants, conditions, products, and yield Reaction conditions: temperature 50 celsius, time 12 hour. The yield is 74.8%. The product is COC=1C(=C(C=C2C(C(=CN(C12)C1CC1)C(=O)OCC)=O)F)F (Ethyl 8-methoxy-1-cyclopropyl-6,7-difluoro-1,4-dihydro-4-oxo-3-quinolinecarboxylate). As a reaction SMILES: [CH3:1][O:2][C:3]1[C:4](F)=[C:5]([CH:19]=[C:20]([F:23])[C:21]=1[F:22])[C:6]([C:8](=[CH:14][NH:15][CH:16]1[CH2:18][CH2:17]1)[C:9]([O:11][CH2:12][CH3:13])=[O:10])=[O:7].[H-].[Na+]>O1CCCC1>[CH3:1][O:2][C:3]1[C:21]([F:22])=[C:20]([F:23])[CH:19]=[C:5]2[C:4]=1[N:15]([CH:16]1[CH2:18][CH2:17]1)[CH:14]=[C:8]([C:9]([O:11][CH2:12][CH3:13])=[O:10])[C:6]2=[O:7] |f:1.2|. Solvent: O1CCCC1 (tetrahydrofuran). Procedure details: To a solution of ethyl 2-(3-methoxy-2,4,5-trifluorobenzoyl)-3-cyclopropylaminoacrylate (440 mg, 1.29 mmol) in anhydrous tetrahydrofuran (15 mL) at 0° C. was added sodium hydride (62 mg, 1.5 mmol, 1.1 equiv, 60% in mineral oil). The reaction mixture was allowed to stir at 50° C. for 12 hours. The mixture was cooled to room temperature and filtered. The mother liquor was concentrated and a white precipitate formed. The material was collected by suction filtration and air-dried to give 312 mg, 75% ... The reactants are COC=1C(=C(C(=O)C(C(=O)OCC)=CNC2CC2)C=C(C1F)F)F (ethyl 2-(3-methoxy-2,4,5-trifluorobenzoyl)-3-cyclopropylaminoacrylate), [H-].[Na+] (sodium hydride).